Dataset: the Open Reaction Database (ORD), a public repository of structured organic reaction records. Task: describe an organic reaction: reactants, conditions, products, and yield Starting materials: C(=O)C1=CC=C(OC(C(=O)OC)C)C=C1 (methyl 2-(4-formylphenoxy)propionate), [BH4-].[Na+] (sodium borohydride). Solvent: CO (methanol). The product is OCC1=CC=C(OC(C(=O)OC)C)C=C1 (methyl 2-(4-hydroxymethylphenoxy)propionate). The yield is 83.1%. RXN SMILES: [CH:1]([C:3]1[CH:15]=[CH:14][C:6]([O:7][CH:8]([CH3:13])[C:9]([O:11][CH3:12])=[O:10])=[CH:5][CH:4]=1)=[O:2].[BH4-].[Na+]>CO>[OH:2][CH2:1][C:3]1[CH:15]=[CH:14][C:6]([O:7][CH:8]([CH3:13])[C:9]([O:11][CH3:12])=[O:10])=[CH:5][CH:4]=1 |f:1.2|. Reported procedure: By the method of Example 1, Step I, 11.1 g (0.0533 mole) of methyl 2-(4-formylphenoxy)propionate and 2.02 g (0.0533 mole) of sodium borohydride were reacted in methanol, yielding 9.31 g of methyl 2-(4-hydroxymethylphenoxy)propionate as a yellow oil. The NMR spectrum was consistent with the proposed structure. The reactants are C(C1=CC=CC=C1)(=O)N1C[S@](C[C@H]1C(=O)[O-])=O.C1(CCCCC1)[NH2+]C1CCCCC1 (dicyclohexylammonium (1S,4R)-3-benzoyl-1-oxothiazolidine-4-carboxylate), cation-exchange resin. Solvent: C(C)O (ethanol). The product is C(C1=CC=CC=C1)(=O)N1C[S@](C[C@H]1C(=O)O)=O ((1S,4R)-3-benzoyl-1-oxothiazolidine-4-carboxylic acid). Isolated yield 88.1%. RXN SMILES: [C:1]([N:9]1[C@H:13]([C:14]([O-:16])=[O:15])[CH2:12][S@:11](=[O:17])[CH2:10]1)(=[O:8])[C:2]1[CH:7]=[CH:6][CH:5]=[CH:4][CH:3]=1.C1([NH2+]C2CCCCC2)CCCCC1>C(O)C>[C:1]([N:9]1[C@H:13]([C:14]([OH:16])=[O:15])[CH2:12][S@:11](=[O:17])[CH2:10]1)(=[O:8])[C:2]1[CH:3]=[CH:4][CH:5]=[CH:6][CH:7]=1 |f:0.1|. Reported procedure: To the alcoholic mother liquor, from which fractional recrystallization had been effected in step (c), a small excess of dicyclohexylamine was added, and then the mixture was allowed to stand at room temperature for 2 hours. The crystals which precipitated were recrystallized from ethanol to give 3.95 g of dicyclohexylammonium (1S,4R)-3-benzoyl-1-oxothiazolidine-4-carboxylate, melting at 186°-198° C. (with decomposition). 3.0 g of the cyclohexyl amine salt thus obtained were dissolved in 50 ml o... Reactants: C1(=CC=CC=C1)C=1NC2=CC=CC=C2C1 (2-phenyl-1H-indole), [Cl-].CC1=C(C=[N+]2CCCC2)C=CC=C1 (1-(2-methyl-benzylidene)-pyrrolidinium chloride). The product is C1(=CC=CC=C1)C=1NC2=CC=CC=C2C1C(C1=C(C=CC=C1)C)N1CCCC1 (2-Phenyl-3-(pyrrolidin-1-yl-o-tolylmethyl)-1H-indole). RXN SMILES: [C:1]1([C:7]2[NH:8][C:9]3[C:14]([CH:15]=2)=[CH:13][CH:12]=[CH:11][CH:10]=3)[CH:6]=[CH:5][CH:4]=[CH:3][CH:2]=1.[Cl-].[CH3:17][C:18]1[CH:29]=[CH:28][CH:27]=[CH:26][C:19]=1[CH:20]=[N+:21]1[CH2:25][CH2:24][CH2:23][CH2:22]1>>[C:1]1([C:7]2[NH:8][C:9]3[C:14]([C:15]=2[CH:20]([N:21]2[CH2:25][CH2:24][CH2:23][CH2:22]2)[C:19]2[CH:26]=[CH:27][CH:28]=[CH:29][C:18]=2[CH3:17])=[CH:13][CH:12]=[CH:11][CH:10]=3)[CH:6]=[CH:5][CH:4]=[CH:3][CH:2]=1 |f:1.2|. Reported procedure: The preparation was carried out in accordance with general synthesis instructions 4 from 2-phenyl-1H-indole and 1-(2-methyl-benzylidene)-pyrrolidinium chloride, which had been prepared in accordance with example 25.